Task: describe an organic reaction: reactants, conditions, products, and yield. Dataset: the Open Reaction Database (ORD), a public repository of structured organic reaction records The reactants are CB1OB(C)OB(C)O1, CCOC(C)=O, CN1CCC(COCc2cc(C(F)(F)F)cc(Cl)n2)(c2ccc(F)cc2)CC1, O=C(O)C(F)(F)F, [K+], C1CCOC1, [OH-]. Product: Cc1cc(C(F)(F)F)cc(COCC2(c3ccc(F)cc3)CCN(C)CC2)n1. RXN SMILES: [CH3:29][B:30]1[O:31][B:32]([CH3:33])[O:34][B:35]([CH3:36])[O:37]1.[CH3:52][CH2:53][O:54][C:55](=[O:56])[CH3:57].[Cl:1][c:2]1[n:3][c:4]([CH2:12][O:13][CH2:14][C:15]2([c:22]3[cH:23][cH:24][c:25]([F:28])[cH:26][cH:27]3)[CH2:16][CH2:17][N:18]([CH3:21])[CH2:19][CH2:20]2)[cH:5][c:6]([C:8]([F:9])([F:10])[F:11])[cH:7]1.[F:40][C:41]([F:42])([F:43])[C:44]([OH:45])=[O:46].[K+:39].[O:47]1[CH2:48][CH2:49][CH2:50][CH2:51]1.[OH-:38]>>[c:2]1([CH3:29])[n:3][c:4]([CH2:12][O:13][CH2:14][C:15]2([c:22]3[cH:23][cH:24][c:25]([F:28])[cH:26][cH:27]3)[CH2:16][CH2:17][N:18]([CH3:21])[CH2:19][CH2:20]2)[cH:5][c:6]([C:8]([F:9])([F:10])[F:11])[cH:7]1. The reactants are OC(C(=O)O)C(C)C (2-hydroxy-3-methylbutyric acid), ClCCO (2-chloroethanol). Product: OC(C(=O)OCCCl)C(C)C (2-Chloroethyl 2-hydroxy-3-methylbutyrate). As a reaction SMILES: [OH:1][CH:2]([CH:6]([CH3:8])[CH3:7])[C:3]([OH:5])=[O:4].[Cl:9][CH2:10][CH2:11]O>>[OH:1][CH:2]([CH:6]([CH3:8])[CH3:7])[C:3]([O:5][CH2:11][CH2:10][Cl:9])=[O:4]. Procedure details: 2-Chloroethyl 2-hydroxy-3-methylbutyrate was prepared from 2-hydroxy-3-methylbutyric acid and excess 2-chloroethanol essentially by the method described in Step 1 of Example 1: b.p. 137° C./20 mm Hg; 1H NMR δ0.90 (d, 3H, J=6.9 Hz), δ1.04 (d, 3H, J=6.9 Hz), δ2.12 (dqq, 1H, J=3.6, 6.9, 6.9 Hz), δ2.76 (d, 1H, J=6.4 Hz), δ3.72 (t, 2H, J=5.6 Hz), δ4.10 (dd, 1H, J=3.6 Hz, 6.3 Hz), δ4.36-4.53 (m, 2H); HRMS calcd for C6H9ClO3Tms (M-CH3) 237.0714, obsd 237.0677.